This data is from the Open Reaction Database (ORD), a public repository of structured organic reaction records. The task is: describe an organic reaction: reactants, conditions, products, and yield The reactants are C1CCOC1, O=C(OO)c1cccc(Cl)c1, Cc1cccc(-c2cnc(NC3=NCC4(CN5CCC4CC5)O3)nc2)c1. Yields the product Cc1cccc(-c2cnc(NC3=NCC4(C[N+]5([O-])CCC4CC5)O3)nc2)c1. RXN SMILES: [CH2:38]1[O:39][CH2:40][CH2:41][CH2:42]1.[OH:1][O:2][C:3]([c:4]1[cH:5][c:6]([Cl:7])[cH:8][cH:9][cH:10]1)=[O:11].[c:12]1([CH3:37])[cH:13][c:14](-[c:18]2[cH:19][n:20][c:21]([NH:24][C:25]3=[N:29][CH2:28][C:27]4([O:26]3)[CH2:30][N:31]3[CH2:32][CH2:33][CH:34]4[CH2:35][CH2:36]3)[n:22][cH:23]2)[cH:15][cH:16][cH:17]1>>[O-:1][N+:31]12[CH2:30][C:27]3([O:26][C:25]([NH:24][c:21]4[n:20][cH:19][c:18](-[c:14]5[cH:13][c:12]([CH3:37])[cH:17][cH:16][cH:15]5)[cH:23][n:22]4)=[N:29][CH2:28]3)[CH:34]([CH2:33][CH2:32]1)[CH2:35][CH2:36]2.